Dataset: the Open Reaction Database (ORD), a public repository of structured organic reaction records. Task: describe an organic reaction: reactants, conditions, products, and yield Reactants: COC(C(=CC(N(C)CC1=CC(=C(C=C1)Cl)Cl)=O)O)=O ((3,4-Dichloro-benzyl-methyl-carbamoyl]-2-hydroxy-acrylic acid methyl ester), COC(C(=CC(N(C)CC1=CC(=C(C=C1)Cl)Cl)=O)O)=O ((3,4-Dichloro-benzyl-methyl-carbamoyl]-2-hydroxy-acrylic acid methyl ester), C=O (paraformaldehyde), C(CC)NN1C=NC=C1 (N-propylamino imidazole), ClC=1C=C(CN(C(=O)C=2CN(C(C2O)=O)C)C)C=CC1Cl (4-Hydroxy-1-methyl-5-oxo-2,5-dihydro-1H-pyrrole-3-carboxylic acid (3,4-dichloro-benzyl)-methyl amide). The product is ClC=1C=C(CN(C(=O)C=2CN(C(C2O)=O)CCCN2C=NC=C2)C)C=CC1Cl (4-Hydroxy-1-(3-imidazol-1-yl-propyl)-5-oxo-2,5-dihydro-1H-pyrrole-3-carboxylic acid (3,4-dichloro-benzyl)-methyl-amide). Isolated yield 28.0%. Reaction SMILES: CO[C:3](=[O:20])[C:4]([OH:19])=[CH:5][C:6](=[O:18])[N:7]([CH2:9][C:10]1[CH:15]=[CH:14][C:13]([Cl:16])=[C:12]([Cl:17])[CH:11]=1)[CH3:8].C=O.C(N[N:27]1[CH:31]=[CH:30][N:29]=[CH:28]1)CC.ClC1[CH:34]=[C:35](C=CC=1Cl)[CH2:36][N:37](C)[C:38](C1CN(C)C(=O)C=1O)=O>>[Cl:17][C:12]1[CH:11]=[C:10]([CH:15]=[CH:14][C:13]=1[Cl:16])[CH2:9][N:7]([CH3:8])[C:6]([C:5]1[CH2:38][N:37]([CH2:36][CH2:35][CH2:34][N:27]2[CH:31]=[CH:30][N:29]=[CH:28]2)[C:3](=[O:20])[C:4]=1[OH:19])=[O:18]. Procedure details: 3-[(3,4-Dichloro-benzyl-methyl-carbamoyl]-2-hydroxy-acrylic acid methyl ester (Compound 12-B) was treated with paraformaldehyde and N-propylamino imidazole as described in the preparation of Compound 12. The resulting residue was purified by chromatography (YMC Combiprep ODS-A, 30 mm×50 mm, MeOH/H2O/0.1% TFA) to yield the title compound as an amber foam (59.1 mg, 28% yield). 1H NMR (300 MHz, DMSO) δ: 14.47 (bs, 1H), 11.05 (bs, 1H), 9.10 (s, 1H), 7.82 (s, 1H), 7.70 (s, 1H), 7.62 (d, 1H, J=8.05), ...